Dataset: the Open Reaction Database (ORD), a public repository of structured organic reaction records. Task: describe an organic reaction: reactants, conditions, products, and yield The reactants are C(C)(C)(C)OC(=O)N1CC(CC1)NC(=O)C=1SC=CC1NC1=C2C(=NC=C1)NC=C2 (3-{[3-(1H-Pyrrolo[2,3-b]pyridin-4-ylamino)-thiophene-2-carbonyl]-amino}-pyrrolidine-1-carboxylic acid tert-butyl ester), N[C@@H](CC1=CC=CC=C1)CO ((S)-phenylalaninol). Product: C(C1=CC=CC=C1)[C@@H](CO)NC(=O)C=1SC=CC1NC1=C2C(=NC=C1)NC=C2 (3-(1H-Pyrrolo[2,3-b]pyridin-4-ylamino)-thiophene-2-carboxylic acid ((S)-1-benzyl-2-hydroxy-ethyl)-amide). Reaction SMILES: C(OC(N1CCC(N[C:14]([C:16]2[S:17][CH:18]=[CH:19][C:20]=2[NH:21][C:22]2[CH:27]=[CH:26][N:25]=[C:24]3[NH:28][CH:29]=[CH:30][C:23]=23)=[O:15])C1)=O)(C)(C)C.[NH2:31][C@H:32]([CH2:40][OH:41])[CH2:33][C:34]1[CH:39]=[CH:38][CH:37]=[CH:36][CH:35]=1>>[CH2:33]([C@H:32]([NH:31][C:14]([C:16]1[S:17][CH:18]=[CH:19][C:20]=1[NH:21][C:22]1[CH:27]=[CH:26][N:25]=[C:24]2[NH:28][CH:29]=[CH:30][C:23]=12)=[O:15])[CH2:40][OH:41])[C:34]1[CH:35]=[CH:36][CH:37]=[CH:38][CH:39]=1. Reported procedure: This compound was prepared in an analogous manner as 3-{[3-(1H-Pyrrolo[2,3-b]pyridin-4-ylamino)-thiophene-2-carbonyl]-amino}-pyrrolidine-1-carboxylic acid tert-butyl ester using (S)-phenylalaninol instead of 1-BOC-3-aminopyrrolidine. LCMS (ESI) 393 (M+H) 1H NMR (400 MHz, DMSO-d6) δ ppm 11.51 (1H, br. s.) 10.13 (1H, s) 7.98 (1H, d, J=5.47 Hz) 7.72-7.82 (2H, m) 7.40 (1H, d, J=5.42 Hz) 7.28 (1H, dd, J=3.44, 2.32 Hz) 7.19 (4H, d, J=0.10 Hz) 7.10 (1H, td, J=5.93, 2.59 Hz) 6.73 (1H, d, J=5.52 Hz) 6.38...